From a dataset of the Open Reaction Database (ORD), a public repository of structured organic reaction records. describe an organic reaction: reactants, conditions, products, and yield Reactants: CC(=O)[O-], CCO, Cl, O=N[O-], Nc1cccc(F)c1, NC1=NN=C(CN2C(=O)c3ccccc3C2=O)C1=NNc1cccc(F)c1, NN, [Na+], [Na+], N#CCC(=O)CN1C(=O)c2ccccc2C1=O, CN(C)C=O, O, O. The product is NCC1=NN=C(N)C1=NNc1cccc(F)c1. As a reaction SMILES: [C:31]([O-:32])(=[O:33])[CH3:34].[CH3:72][CH2:73][OH:74].[ClH:9].[N:10]([O-:11])=[O:12].[NH2:1][c:2]1[cH:3][c:4]([F:5])[cH:6][cH:7][cH:8]1.[NH2:36][C:37]1=[N:41][N:40]=[C:39]([CH2:42][N:43]2[C:44](=[O:45])[c:46]3[c:47]([cH:48][cH:49][cH:50][cH:51]3)[C:52]2=[O:53])[C:38]1=[N:54][NH:55][c:56]1[cH:57][c:58]([F:62])[cH:59][cH:60][cH:61]1.[NH2:63][NH2:64].[Na+:13].[Na+:35].[O:14]=[C:15]1[c:16]2[c:17]([cH:18][cH:19][cH:20][cH:21]2)[C:22](=[O:23])[N:24]1[CH2:25][C:26](=[O:27])[CH2:28][C:29]#[N:30].[O:66]=[CH:67][N:68]([CH3:69])[CH3:70].[OH2:65].[OH2:71]>>[NH2:36][C:37]1=[N:41][N:40]=[C:39]([CH2:42][NH2:43])[C:38]1=[N:54][NH:55][c:56]1[cH:57][c:58]([F:62])[cH:59][cH:60][cH:61]1. Starting materials: CC=1N=C2N(C(C1C1=CC=C(C#N)C=C1)=O)C=CS2 (4-(7-Methyl-5-oxo-5H-[1,3]thiazolo[3,2-a]pyrimidin-6-yl)benzonitrile), C1(CC1)COC1=C(C=O)C=CC=C1OC (2-(cyclopropylmethoxy)-3-methoxybenzaldehyde), [O-]CC.[Na+] (sodium ethoxide). The solvent is C(C)O (ethanol). The product is C1(CC1)COC1=C(C=CC=C1OC)/C=C/C=1N=C2N(C(C1C1=CC=C(C#N)C=C1)=O)C=CS2 (4-{7-[(E)-2-[2-(Cyclopropylmethoxy)-3-methoxyphenyl]-1-ethenyl}-5-oxo-5H-[1,3]thiazolo[3,2-a]pyrimidin-6-yl}benzonitrile), product. As a reaction SMILES: [CH3:1][C:2]1[N:3]=[C:4]2[S:19][CH:18]=[CH:17][N:5]2[C:6](=[O:16])[C:7]=1[C:8]1[CH:15]=[CH:14][C:11]([C:12]#[N:13])=[CH:10][CH:9]=1.[CH:20]1([CH2:23][O:24][C:25]2[C:32]([O:33][CH3:34])=[CH:31][CH:30]=[CH:29][C:26]=2[CH:27]=O)[CH2:22][CH2:21]1.[O-]CC.[Na+]>C(O)C>[CH:20]1([CH2:23][O:24][C:25]2[C:32]([O:33][CH3:34])=[CH:31][CH:30]=[CH:29][C:26]=2/[CH:27]=[CH:1]/[C:2]2[N:3]=[C:4]3[S:19][CH:18]=[CH:17][N:5]3[C:6](=[O:16])[C:7]=2[C:8]2[CH:9]=[CH:10][C:11]([C:12]#[N:13])=[CH:14][CH:15]=2)[CH2:21][CH2:22]1 |f:2.3|. Reported procedure: The title compound was prepared from Intermediate 4 (180 mg, 0.673 mmol), 2-(cyclopropylmethoxy)-3-methoxybenzaldehyde (192 mg, 1.010 mmol) and sodium ethoxide (92 mg, 1.346 mmol) in ethanol (15 ml) according to the procedure described in Example 9 to give 135 mg of the product as a light yellow solid; 1H NMR (300 MHz, DMSO-d6) δ 0.25-0.27 (m, 2H), 0.49-0.51 (m, 2H), 0.90-1.10 (m, 1H), 3.68 (d, J=7.8 Hz, 2H), 3.77 (s, 3H), 6.85 (d, J=15.6 Hz, 1H), 6.96-7.00 (m, 3H), 7.51-7.57 (m, 3H), 7.92 (d, J...